From a dataset of the Open Reaction Database (ORD), a public repository of structured organic reaction records. describe an organic reaction: reactants, conditions, products, and yield Reactants: ice water, C(=O)([O-])[O-].[K+].[K+] (K2CO3), BrC(C(=O)OCC=C)C (rac. allyl 2-bromopropionate), ClC1=CC(=C(C=C1O)N1C(N(C(N(C1=O)C)=S)C)=O)F (3-(4-chloro-2-fluoro-5-hydroxyphenyl)-1,5-dimethyl-6-thioxo-[1,3,5]triazinane-2,4-dione). The solvent is CN(C=O)C (dimethylformamide). Run at temperature 20 celsius, time 2 hour. Product: ClC1=C(OC(C(=O)OCC=C)C)C=C(C(=C1)F)N1C(N(CN(C1=O)C)C)=O (Allyl 2-[2-chloro-5-(3,5-dimethyl-2,6-dioxo-[1,3,5]triazinan-1-yl)-4-fluorophenoxy]propionate). RXN SMILES: C([O-])([O-])=O.[K+].[K+].Br[CH:8]([CH3:15])[C:9]([O:11][CH2:12][CH:13]=[CH2:14])=[O:10].[Cl:16][C:17]1[C:22]([OH:23])=[CH:21][C:20]([N:24]2[C:29](=[O:30])[N:28]([CH3:31])[C:27](=S)[N:26]([CH3:33])[C:25]2=[O:34])=[C:19]([F:35])[CH:18]=1>CN(C)C=O>[Cl:16][C:17]1[CH:18]=[C:19]([F:35])[C:20]([N:24]2[C:25](=[O:34])[N:26]([CH3:33])[CH2:27][N:28]([CH3:31])[C:29]2=[O:30])=[CH:21][C:22]=1[O:23][CH:8]([CH3:15])[C:9]([O:11][CH2:12][CH:13]=[CH2:14])=[O:10] |f:0.1.2|. Reported procedure: 0.37 g (2.65 mmol) of K2CO3 and 0.51 g (2.65 mmol) of rac. allyl 2-bromopropionate were added approximately at 20° C. to a solution of 0.80 g (2.52 mmol) of 3-(4-chloro-2-fluoro-5-hydroxyphenyl)-1,5-dimethyl-6-thioxo-[1,3,5]triazinane-2,4-dione in 15 ml of dimethylformamide. After the reaction mixture had been stirred for two hours at approximately 20° C., it was stirred into ice-water. The product was extracted three times with methyl tert-butyl ether. The combined organic phases were dried ove... Reactants: FC(C(=O)O)(F)F (trifluoroacetic acid), C1(=CC=CC=C1)[C@H]1C=CC(N1)=O (5(R)-phenyl-1,5-dihydro-pyrrol-2-one), CC(=O)O (HOAc), CC(C)(C1=NC(=CC=C1)C(F)(F)F)N (1-methyl-1-(6-trifluoromethyl-pyridin-2-yl)-ethylamine). Run in C1(=CC=CC=C1)C (toluene), O (water), O (water). Reaction conditions: time 2 hour. Yields the product CC(C)(C1=NC(=CC=C1)C(F)(F)F)NC=1C(N([C@H](C1)C1=CC=CC=C1)C1=CC=C(C=C1)OC(F)(F)F)=O ((R)-3-[1-Methyl-1-(6-trifluoromethyl-pyridin-2-yl)-ethylamino]-1-(4-trifluoromethoxy-phenyl)-5-phenyl-1,5-dihydro-pyrrol-2-one). RXN SMILES: [F:1][C:2]([F:7])([F:6])C(O)=O.[C:8]1([C@@H:14]2[NH:18][C:17](=[O:19])[CH:16]=[CH:15]2)[CH:13]=[CH:12][CH:11]=[CH:10][CH:9]=1.[CH3:20][C:21]([OH:23])=O.[CH3:24][C:25]([NH2:37])([C:27]1[CH:32]=[CH:31][CH:30]=[C:29]([C:33]([F:36])([F:35])[F:34])[N:28]=1)[CH3:26]>C1(C)C=CC=CC=1.O>[CH3:26][C:25]([NH:37][C:16]1[C:17](=[O:19])[N:18]([C:8]2[CH:13]=[CH:20][C:21]([O:23][C:2]([F:7])([F:6])[F:1])=[CH:10][CH:9]=2)[C@@H:14]([C:8]2[CH:9]=[CH:10][CH:11]=[CH:12][CH:13]=2)[CH:15]=1)([C:27]1[CH:32]=[CH:31][CH:30]=[C:29]([C:33]([F:35])([F:36])[F:34])[N:28]=1)[CH3:24]. Reported procedure: Add water (490 mL) and trifluoroacetic acid (126 mL, 1.67 mol) sequentially to a solution of 1-(4-trifluoromethoxy-phenyl)-3-(R)-1-phenyl-ethylamino)-5(R)-phenyl-1,5-dihydro-pyrrol-2-one (245 g, 558 mmol) in toluene (1.22 L). Stir at ambient temperature for 2 hours. Add water (1.0 L) and discard the aqueous layer. Wash the organic layer with 1N HCl (500 mL×2). To the organic layer add HOAc (10 mL, 174 mmol) and 1-methyl-1-(6-trifluoromethyl-pyridin-2-yl)-ethylamine (170 g, 836 mmol). Heat to 40°... Reactants: CC(=O)O[BH-](OC(C)=O)OC(C)=O, CCC1(CC)CCC(c2cc(N3CCC(OC)C3)ccc2N2CCNCC2)CC1, CC(=O)O, CCOC(C)=O, CCCC=O, [Na+], [Na+], C1CCOC1, O=C([O-])O. Product: CCCCN1CCN(c2ccc(N3CCC(OC)C3)cc2C2CCC(CC)(CC)CC2)CC1. As a reaction SMILES: [C:35]([O:36][BH-:37]([O:38][C:39](=[O:40])[CH3:41])[O:42][C:43](=[O:44])[CH3:45])(=[O:46])[CH3:47].[CH2:1]([CH3:2])[C:3]1([CH2:28][CH3:29])[CH2:4][CH2:5][CH:6]([c:9]2[c:10]([N:22]3[CH2:23][CH2:24][NH:25][CH2:26][CH2:27]3)[cH:11][cH:12][c:13]([N:15]3[CH2:16][CH:17]([O:20][CH3:21])[CH2:18][CH2:19]3)[cH:14]2)[CH2:7][CH2:8]1.[CH3:49][C:50](=[O:51])[OH:52].[CH3:58][CH2:59][O:60][C:61](=[O:62])[CH3:63].[CH:30]([CH2:31][CH2:32][CH3:33])=[O:34].[Na+:48].[Na+:53].[O:64]1[CH2:65][CH2:66][CH2:67][CH2:68]1.[OH:54][C:55](=[O:56])[O-:57]>>[CH2:1]([CH3:2])[C:3]1([CH2:28][CH3:29])[CH2:4][CH2:5][CH:6]([c:9]2[c:10]([N:22]3[CH2:23][CH2:24][N:25]([CH2:30][CH2:31][CH2:32][CH3:33])[CH2:26][CH2:27]3)[cH:11][cH:12][c:13]([N:15]3[CH2:16][CH:17]([O:20][CH3:21])[CH2:18][CH2:19]3)[cH:14]2)[CH2:7][CH2:8]1. The reactants are OC1=CC=C(C=C1)C=1C2=CC=C(N2)C(=C2C=CC(C(=C3C=CC(=C(C=4C=CC1N4)C4=CC=C(C=C4)O)N3)C3=CC=C(C=C3)O)=N2)C2=CC=C(C=C2)O (5,10,15,20-tetrakis-(4-Hydroxy-phenyl)-porphyrin), C(=O)([O-])[O-].[K+].[K+] (K2CO3), BrCCCCCCCCCC (1-bromodecane). Solvent: CN(C)C=O (DMF), CN(C)C=O (DMF). Conditions: time 1.5 hour. The product is OC1=CC=C(C=C1)C=1C2=CC=C(N2)C(=C2C=CC(C(=C3C=CC(=C(C=4C=CC1N4)C4=CC=C(C=C4)O)N3)C3=CC=C(C=C3)O)=N2)C2=CC=C(C=C2)OCCCCCCCCCC (5,10,15-tris-(4-Hydroxy-phenyl)-20-(4-decyloxy-phenyl)-porphyrin). Reaction SMILES: [OH:1][C:2]1[CH:7]=[CH:6][C:5]([C:8]2[C:9]3[NH:13][C:12]([C:14]([C:46]4[CH:51]=[CH:50][C:49]([OH:52])=[CH:48][CH:47]=4)=[C:15]4[N:45]=[C:18]([C:19]([C:38]5[CH:43]=[CH:42][C:41]([OH:44])=[CH:40][CH:39]=5)=[C:20]5[NH:37][C:23](=[C:24]([C:30]6[CH:35]=[CH:34][C:33]([OH:36])=[CH:32][CH:31]=6)[C:25]6[CH:26]=[CH:27][C:28]=2[N:29]=6)[CH:22]=[CH:21]5)[CH:17]=[CH:16]4)=[CH:11][CH:10]=3)=[CH:4][CH:3]=1.C([O-])([O-])=O.[K+].[K+].Br[CH2:60][CH2:61][CH2:62][CH2:63][CH2:64][CH2:65][CH2:66][CH2:67][CH2:68][CH3:69]>CN(C=O)C>[OH:52][C:49]1[CH:48]=[CH:47][C:46]([C:14]2[C:12]3[NH:13][C:9]([C:8]([C:5]4[CH:6]=[CH:7][C:2]([O:1][CH2:60][CH2:61][CH2:62][CH2:63][CH2:64][CH2:65][CH2:66][CH2:67][CH2:68][CH3:69])=[CH:3][CH:4]=4)=[C:28]4[N:29]=[C:25]([C:24]([C:30]5[CH:31]=[CH:32][C:33]([OH:36])=[CH:34][CH:35]=5)=[C:23]5[NH:37][C:20](=[C:19]([C:38]6[CH:43]=[CH:42][C:41]([OH:44])=[CH:40][CH:39]=6)[C:18]6[CH:17]=[CH:16][C:15]=2[N:45]=6)[CH:21]=[CH:22]5)[CH:26]=[CH:27]4)=[CH:10][CH:11]=3)=[CH:51][CH:50]=1 |f:1.2.3|. Reported procedure: 5,10,15,20-tetrakis-(4-Hydroxy-phenyl)-porphyrin (100 mg, 0.15 mmol) is dissolved and K2CO3 (230 mg) is suspended in DMF (30 mL). To the vigorously stirred reaction mixture a solution of 1-bromodecane (0.016 mL, 0.11 mmol) in DMF (10 mL) is added dropwise at 70° C. during 30 mins and the mixture is stirred for 1.5 h. After evaporation of solvent, the residue is dissolved in toluene:ethanol (1:1 by vol., ca. 3 mL) and purified by chromatography on a column (150 g) of silica gel (Merck 60) using t... The reactants are C(C)(C)(C)OC(=O)N1[C@@H](C[C@](C1)(F)CN=[N+]=[N-])C(NCC1=C(C(=CC=C1)Cl)F)=O ((2S,4R)-4-azidomethyl-2-(3-chloro-2-fluoro-benzylcarbamoyl)-4-fluoro-pyrrolidine-1-carboxylic acid tert-butyl ester), P(C)(C)C (PMe3). The solvent is C1CCOC1 (THF), C1CCOC1 (THF). Conditions: time 16 hour. The product is C(C)(C)(C)OC(=O)N1[C@@H](C[C@](C1)(F)CN)C(NCC1=C(C(=CC=C1)Cl)F)=O ((2S,4S)-4-aminomethyl-2-(3-chloro-2-fluoro-benzylcarbamoyl)-4-fluoro-pyrrolidine-1-carboxylic acid tert-butyl ester). Reaction SMILES: [C:1]([O:5][C:6]([N:8]1[CH2:12][C@:11]([CH2:14][N:15]=[N+]=[N-])([F:13])[CH2:10][C@H:9]1[C:18](=[O:29])[NH:19][CH2:20][C:21]1[CH:26]=[CH:25][CH:24]=[C:23]([Cl:27])[C:22]=1[F:28])=[O:7])([CH3:4])([CH3:3])[CH3:2].P(C)(C)C>C1COCC1>[C:1]([O:5][C:6]([N:8]1[CH2:12][C@:11]([CH2:14][NH2:15])([F:13])[CH2:10][C@H:9]1[C:18](=[O:29])[NH:19][CH2:20][C:21]1[CH:26]=[CH:25][CH:24]=[C:23]([Cl:27])[C:22]=1[F:28])=[O:7])([CH3:4])([CH3:2])[CH3:3]. Reported procedure: To a solution of (2S,4R)-4-azidomethyl-2-(3-chloro-2-fluoro-benzylcarbamoyl)-4-fluoro-pyrrolidine-1-carboxylic acid tert-butyl ester (380 mg, 0.884 mmol) in THF (25 mL) under N2 atmosphere at RT was added 1M PMe3 in THF (1.06 mL, 1.06 mmol). The reaction mixture was stirred for 16 h then quenched with water and extracted twice with EtOAc. The combined organic layers were dried (Na2SO4), filtered and concentrated. The crude material was purified by flash column chromatography on silica gel (CH2Cl... The reactants are CO, C[O-], CCOC(=O)N1CCC(NC(=O)c2cn(-c3ccc(Cl)cc3)c(-c3ccccc3Cl)n2)CC1, ClCCl, C[Si](C)(C)I, [Na+]. Yields the product O=C(NC1CCNCC1)c1cn(-c2ccc(Cl)cc2)c(-c2ccccc2Cl)n1. As a reaction SMILES: [CH3:39][OH:40].[CH3:41][O-:42].[Cl:1][c:2]1[c:3](-[c:8]2[n:9](-[c:27]3[cH:28][cH:29][c:30]([Cl:33])[cH:31][cH:32]3)[cH:10][c:11]([C:13](=[O:14])[NH:15][CH:16]3[CH2:17][CH2:18][N:19]([C:22]([O:23][CH2:24][CH3:25])=[O:26])[CH2:20][CH2:21]3)[n:12]2)[cH:4][cH:5][cH:6][cH:7]1.[Cl:44][CH2:45][Cl:46].[I:34][Si:35]([CH3:36])([CH3:37])[CH3:38].[Na+:43]>>[Cl:1][c:2]1[c:3](-[c:8]2[n:9](-[c:27]3[cH:28][cH:29][c:30]([Cl:33])[cH:31][cH:32]3)[cH:10][c:11]([C:13](=[O:14])[NH:15][CH:16]3[CH2:17][CH2:18][NH:19][CH2:20][CH2:21]3)[n:12]2)[cH:4][cH:5][cH:6][cH:7]1.